Dataset: the Open Reaction Database (ORD), a public repository of structured organic reaction records. Task: describe an organic reaction: reactants, conditions, products, and yield RXN SMILES: [O:13]=[CH:14][CH:15]([CH:16]([CH:17]([CH:18]([CH2:19][OH:20])[OH:21])[OH:22])[OH:23])[OH:24].[O:1]=[CH:2][CH:3]([OH:4])[CH:5]([OH:6])[CH:7]([OH:8])[CH:9]([OH:10])[CH2:11][OH:12]>>[O:1]=[CH:2][CH:3]([OH:4])[CH:5]([OH:6])[CH:7]([OH:8])[CH:9]([OH:10])[CH3:11]. Reactants: O=CC(O)C(O)C(O)C(O)CO, O=CC(O)C(O)C(O)C(O)CO. The product is CC(O)C(O)C(O)C(O)C=O. The reactants are C1CCOC1, CC(=O)C(C)(C)C, COC(=O)c1ccc(Cl)cc1, [H-], [Na+], O. Yields the product CC(C)(C)C(=O)CC(=O)c1ccc(Cl)cc1. As a reaction SMILES: [CH2:22]1[O:23][CH2:24][CH2:25][CH2:26]1.[CH3:14][C:15]([C:16]([CH3:17])([CH3:18])[CH3:19])=[O:20].[Cl:1][c:2]1[cH:3][cH:4][c:5]([C:6]([O:8][CH3:7])=[O:9])[cH:10][cH:11]1.[H-:12].[Na+:13].[OH2:21]>>[Cl:1][c:2]1[cH:3][cH:4][c:5]([C:6](=[O:8])[CH2:14][C:15]([C:16]([CH3:17])([CH3:18])[CH3:19])=[O:20])[cH:10][cH:11]1.